Dataset: the Open Reaction Database (ORD), a public repository of structured organic reaction records. Task: describe an organic reaction: reactants, conditions, products, and yield Starting materials: O=C(OC(=O)C(F)(F)F)C(F)(F)F, NC(=O)c1cccc(-c2n[nH]c(C3CCCCN3C(=O)COc3ccccc3)n2)c1. Product: N#Cc1cccc(-c2n[nH]c(C3CCCCN3C(=O)COc3ccccc3)n2)c1. RXN SMILES: [F:31][C:32]([F:33])([F:34])[C:35]([O:36][C:37](=[O:38])[C:39]([F:40])([F:41])[F:42])=[O:43].[O:1]([c:2]1[cH:3][cH:4][cH:5][cH:6][cH:7]1)[CH2:8][C:9](=[O:10])[N:11]1[CH:12]([c:17]2[n:18][c:19](-[c:22]3[cH:23][c:24]([C:25](=[O:26])[NH2:27])[cH:28][cH:29][cH:30]3)[n:20][nH:21]2)[CH2:13][CH2:14][CH2:15][CH2:16]1>>[O:1]([c:2]1[cH:3][cH:4][cH:5][cH:6][cH:7]1)[CH2:8][C:9](=[O:10])[N:11]1[CH:12]([c:17]2[n:18][c:19](-[c:22]3[cH:23][c:24]([C:25]#[N:27])[cH:28][cH:29][cH:30]3)[n:20][nH:21]2)[CH2:13][CH2:14][CH2:15][CH2:16]1. Starting materials: C, CCO, CCOC(=O)c1cc(-c2ccccc2)[nH]c1Cl, [Pd]. Product: CCOC(=O)c1c[nH]c(-c2ccccc2)c1. Reaction SMILES: [C:21].[CH3:18][CH2:19][OH:20].[Cl:1][c:2]1[nH:3][c:4](-[c:12]2[cH:13][cH:14][cH:15][cH:16][cH:17]2)[cH:5][c:6]1[C:7](=[O:8])[O:9][CH2:10][CH3:11].[Pd:22]>>[cH:2]1[nH:3][c:4](-[c:12]2[cH:13][cH:14][cH:15][cH:16][cH:17]2)[cH:5][c:6]1[C:7](=[O:8])[O:9][CH2:10][CH3:11]. RXN SMILES: [C:16]([CH3:17])([CH3:18])([CH3:19])[OH:20].[CH2:21]([CH3:22])[O:23][c:24]1[c:25]([C:26](=[O:27])[OH:28])[cH:29][cH:30][c:31]([CH2:33][C:34](=[O:35])[NH:36][CH:37]([CH2:38][CH2:39][CH3:40])[c:41]2[c:42]([N:47]3[CH2:48][CH2:49][CH2:50][CH2:51][CH2:52]3)[cH:43][cH:44][cH:45][cH:46]2)[cH:32]1.[CH2:53]([Cl:54])[Cl:55].[CH:1]1([N:2]=[C:3]=[N:4][CH:5]2[CH2:6][CH2:7][CH2:8][CH2:9][CH2:10]2)[CH2:11][CH2:12][CH2:13][CH2:14][CH2:15]1.[Cl:56][Cu:57]>>[C:16]([CH3:17])([CH3:18])([CH3:19])[O:20][C:26]([c:25]1[c:24]([O:23][CH2:21][CH3:22])[cH:32][c:31]([CH2:33][C:34](=[O:35])[NH:36][CH:37]([CH2:38][CH2:39][CH3:40])[c:41]2[c:42]([N:47]3[CH2:48][CH2:49][CH2:50][CH2:51][CH2:52]3)[cH:43][cH:44][cH:45][cH:46]2)[cH:30][cH:29]1)=[O:27]. The reactants are CC(C)(C)O, CCCC(NC(=O)Cc1ccc(C(=O)O)c(OCC)c1)c1ccccc1N1CCCCC1, ClCCl, C(=NC1CCCCC1)=NC1CCCCC1, Cl[Cu]. The product is CCCC(NC(=O)Cc1ccc(C(=O)OC(C)(C)C)c(OCC)c1)c1ccccc1N1CCCCC1. Reactants: C(C1=CC=CC=C1)OC1=CC(=C(C(=O)OC)C=C1)OC (methyl 4-benzyloxy-2-methoxybenzoate), O1CCCC1 (tetrahydrofuran). The reagents and catalysts are [C].[Pd] (palladium-carbon). Run in CO (methanol). Conditions: time 2 hour. The product is OC1=CC(=C(C(=O)OC)C=C1)OC (Methyl 4-hydroxy-2-methoxybenzoate). Isolated yield 98.0%. RXN SMILES: C([O:8][C:9]1[CH:18]=[CH:17][C:12]([C:13]([O:15][CH3:16])=[O:14])=[C:11]([O:19][CH3:20])[CH:10]=1)C1C=CC=CC=1.O1CCCC1>CO.[C].[Pd]>[OH:8][C:9]1[CH:18]=[CH:17][C:12]([C:13]([O:15][CH3:16])=[O:14])=[C:11]([O:19][CH3:20])[CH:10]=1 |f:3.4|. Reported procedure: To a solution of methyl 4-benzyloxy-2-methoxybenzoate (3.08 g) in methanol (5 mL)/tetrahydrofuran (7.5 mL) was added 10% palladium-carbon (0.3 g) at room temperature under an atmosphere of argon, and the mixture was stirred at that temperature for 2 hrs under an atmosphere of hydrogen. The catalyst was removed by filtration, and the filtrate was concentrated in vacuo to afford the title compound (2.02 g). The reactants are COC1=C2CCCC(C2=CC=C1)=O (3,4-dihydro-5-methoxy-1(2H)-naphthalenone), C(C)(C)[N-]C(C)C.[Li+] (lithium diisopropylamide), C(CCC)[Li] (n-butyllithium), C(C)(C)NC(C)C (diisopropylamine), ICCCC (iodobutane), C([O-])(O)=O.[Na+] (sodium bicarbonate). Solvent: C(OC)COC (dimethoxyethane), C(OC)COC (dimethoxyethane). Conditions: temperature 34 celsius, time 30 minute. Yields the product C(CCC)C1(C(C2=CC=CC(=C2CC1)OC)=O)CCCC (2,2-dibutyl-3,4-dihydro-5-methoxy-1 (2H)-naphthalenone). RXN SMILES: C([N-]C(C)C)(C)C.[Li+].[CH2:9]([Li])[CH2:10][CH2:11][CH3:12].C(NC(C)C)(C)C.[CH3:21][O:22][C:23]1[CH:32]=[CH:31][CH:30]=[C:29]2[C:24]=1[CH2:25][CH2:26][CH2:27][C:28]2=[O:33].I[CH2:35][CH2:36][CH2:37][CH3:38].C(=O)(O)[O-].[Na+]>C(COC)OC>[CH2:9]([C:27]1([CH2:35][CH2:36][CH2:37][CH3:38])[CH2:26][CH2:25][C:24]2[C:29](=[CH:30][CH:31]=[CH:32][C:23]=2[O:22][CH3:21])[C:28]1=[O:33])[CH2:10][CH2:11][CH3:12] |f:0.1,6.7|. Procedure details: To a solution of lithium diisopropylamide prepared from n-butyllithium (4.0 ml, 1.56 M solution in n-hexane) and diisopropylamine (0.88 ml) in freshly distillated dimethoxyethane (20 ml) was added dropwise a solution of 3,4-dihydro-5-methoxy-1(2H)-naphthalenone (881 mg) in dimethoxyethane (5 ml) at -20° C. under nitrogen gas atmospheres. The mixture was stirred at -20°~0° C. for 30 minutes and then warmed to 34° C. rapidly. To the mixture was added iodobutane (1.8 ml) in one portion. The resulti... Reactants: CO, COC(OC)OC, O=C(O)c1ccc(F)c(O)c1, O=S(=O)(O)O. Product: COC(=O)c1ccc(F)c(O)c1. Reaction SMILES: [CH3:24][OH:25].[CH:12]([O:13][CH3:14])([O:15][CH3:16])[O:17][CH3:18].[F:1][c:2]1[c:3]([OH:11])[cH:4][c:5]([C:6](=[O:7])[OH:8])[cH:9][cH:10]1.[S:19](=[O:20])(=[O:21])([OH:22])[OH:23]>>[F:1][c:2]1[c:3]([OH:11])[cH:4][c:5]([C:6](=[O:7])[O:8][CH3:12])[cH:9][cH:10]1. Reactants: CCCC(=O)OC(C)c1nccc(N2CCC(=Cc3cccc(Cl)c3)CC2)n1, CO, ClC(Cl)Cl, [Na+], [OH-]. Yields the product CC(O)c1nccc(N2CCC(=Cc3cccc(Cl)c3)CC2)n1. RXN SMILES: [C:1](=[O:2])([CH2:3][CH2:4][CH3:5])[O:6][CH:7]([CH3:8])[c:9]1[n:10][cH:11][cH:12][c:13]([N:15]2[CH2:16][CH2:17][C:18](=[CH:21][c:22]3[cH:23][c:24]([Cl:28])[cH:25][cH:26][cH:27]3)[CH2:19][CH2:20]2)[n:14]1.[CH3:31][OH:32].[CH:33]([Cl:34])([Cl:35])[Cl:36].[Na+:30].[OH-:29]>>[OH:6][CH:7]([CH3:8])[c:9]1[n:10][cH:11][cH:12][c:13]([N:15]2[CH2:16][CH2:17][C:18](=[CH:21][c:22]3[cH:23][c:24]([Cl:28])[cH:25][cH:26][cH:27]3)[CH2:19][CH2:20]2)[n:14]1. The reactants are [Al+3], C1CCOC1, CC1(C)CCNC(=O)C(N(Cc2ccc(C(=O)O)cc2F)S(=O)(=O)c2ccc(Cl)cc2)C1, [H-], [H-], [H-], [H-], [Li+], [Na+], [OH-], O. The product is CC1(C)CCNC(=O)C(N(Cc2ccc(CO)cc2F)S(=O)(=O)c2ccc(Cl)cc2)C1. Reaction SMILES: [Al+3:34].[CH2:42]1[O:43][CH2:44][CH2:45][CH2:46]1.[Cl:1][c:2]1[cH:3][cH:4][c:5]([S:8](=[O:9])(=[O:10])[N:11]([CH:12]2[C:13](=[O:21])[NH:14][CH2:15][CH2:16][C:17]([CH3:19])([CH3:20])[CH2:18]2)[CH2:22][c:23]2[c:24]([F:32])[cH:25][c:26]([C:27](=[O:28])[OH:29])[cH:30][cH:31]2)[cH:6][cH:7]1.[H-:33].[H-:36].[H-:37].[H-:38].[Li+:35].[Na+:41].[OH-:40].[OH2:39]>>[Cl:1][c:2]1[cH:3][cH:4][c:5]([S:8](=[O:9])(=[O:10])[N:11]([CH:12]2[C:13](=[O:21])[NH:14][CH2:15][CH2:16][C:17]([CH3:19])([CH3:20])[CH2:18]2)[CH2:22][c:23]2[c:24]([F:32])[cH:25][c:26]([CH2:27][OH:28])[cH:30][cH:31]2)[cH:6][cH:7]1. Reactants: 2,4-Dihydroxy-3-(2-propenyl) acetophenone, ICCCOC1=CC=C2CCC(OC2=C1CCC)C(=O)OC (methyl 7-(3-iodopropoxy)-8-propylchroman-2-carboxylate), CN(C)C=O (DMF), C([O-])([O-])=O.[K+].[K+] (potassium carbonate). Conditions: time 8 hour. The product is C(C)(=O)C1=C(C(=C(OCCCOC2=C(C3=C(CCC(O3)C(=O)OC)C=C2)CCC)C=C1)CC=C)O (methyl 7-[3-[4-acetyl-3-hydroxy-2-(2-propenyl)phenoxy]propoxy]-3,4-dihydro-8-propyl-2H-1-benzopyran-2-carboxylate). Reaction SMILES: I[CH2:2][CH2:3][CH2:4][O:5][C:6]1[C:15]([CH2:16][CH2:17][CH3:18])=[C:14]2[C:9]([CH2:10][CH2:11][CH:12]([C:19]([O:21][CH3:22])=[O:20])[O:13]2)=[CH:8][CH:7]=1.[C:23](=[O:26])([O-])[O-].[K+].[K+].CN([CH:32]=[O:33])C>>[C:6]([C:7]1[CH:8]=[CH:9][C:32]([O:33][CH2:2][CH2:3][CH2:4][O:5][C:6]2[CH:7]=[CH:8][C:9]3[CH2:10][CH2:11][CH:12]([C:19]([O:21][CH3:22])=[O:20])[O:13][C:14]=3[C:15]=2[CH2:16][CH2:17][CH3:18])=[C:19]([CH2:12][CH:11]=[CH2:10])[C:23]=1[OH:26])(=[O:5])[CH3:15] |f:1.2.3|. Procedure: 2,4-Dihydroxy-3-(2-propenyl) acetophenone (Aldrich, 12.5 g, 65 mMol) and methyl 7-(3-iodopropoxy)-8-propylchroman-2-carboxylate (29.9 g, 71.5 mMol) were dissolved in DMF (300 ml) containing powdered potassium carbonate (26.91 g, 195 mMol). The mixture was allowed to stir at room temperature under nitrogen for 8 hours and then partitioned between water and toluene. The organic layer was separated and washed with water and brine and then dried over sodium sulfate. Evaporation of the volatiles in v... The reactants are [OH-].[Na+] (sodium hydroxide), CN(C(=O)Cl)C (N,N-dimethylcarbamyl chloride), FC(C=1C=C(N)C=CC1OC1=CC2=CC=CC=C2C=C1)(F)F (3-Trifluoromethyl-4-(2-naphthyloxy)aniline). Solvent: C1(=CC=CC=C1)C (toluene). The product is FC(C=1C=C(C=CC1OC1=CC2=CC=CC=C2C=C1)NC(N(C)C)=O)(F)F (N'-[3-trifluoromethyl-4-(2-naphthyloxy)phenyl]-N,N-dimethylurea). The yield is 45.4%. Reaction SMILES: [F:1][C:2]([F:22])([F:21])[C:3]1[CH:4]=[C:5]([CH:7]=[CH:8][C:9]=1[O:10][C:11]1[CH:20]=[CH:19][C:18]2[C:13](=[CH:14][CH:15]=[CH:16][CH:17]=2)[CH:12]=1)[NH2:6].[OH-].[Na+].[CH3:25][N:26]([CH3:30])[C:27](Cl)=[O:28]>C1(C)C=CC=CC=1>[F:1][C:2]([F:21])([F:22])[C:3]1[CH:4]=[C:5]([NH:6][C:27](=[O:28])[N:26]([CH3:30])[CH3:25])[CH:7]=[CH:8][C:9]=1[O:10][C:11]1[CH:20]=[CH:19][C:18]2[C:13](=[CH:14][CH:15]=[CH:16][CH:17]=2)[CH:12]=1 |f:1.2|. Procedure: 3-Trifluoromethyl-4-(2-naphthyloxy)aniline (9.1 g) was dissolved in 200 ml of toluene, and 30 ml of 40% aqueous sodium hydroxide solution and 6.5 g of N,N-dimethylcarbamyl chloride were added thereto. The reaction mixture was heated under reflux for 10 hours and then cooled to room temperature. The toluene layer was washed with water, the solvent was removed by distillation under reduced pressure and the residue was rerecrystallized from ethanol to obtain 5.1 g of N'-[3-trifluoromethyl-4-(2-naph...